From a dataset of the Open Reaction Database (ORD), a public repository of structured organic reaction records. describe an organic reaction: reactants, conditions, products, and yield Starting materials: [Br-], Clc1cc(Br)cc(Br)c1, C1CCOC1, [Mg+]C1CC1, c1ccc(P(c2ccccc2)(c2ccccc2)[Pd](P(c2ccccc2)(c2ccccc2)c2ccccc2)(P(c2ccccc2)(c2ccccc2)c2ccccc2)P(c2ccccc2)(c2ccccc2)c2ccccc2)cc1. Yields the product Clc1cc(Br)cc(C2CC2)c1. RXN SMILES: [Br-:10].[Br:1][c:2]1[cH:3][c:4]([Br:9])[cH:5][c:6]([Cl:8])[cH:7]1.[CH2:15]1[O:16][CH2:17][CH2:18][CH2:19]1.[CH:11]1([Mg+:14])[CH2:12][CH2:13]1.[cH:20]1[cH:21][cH:22][c:23]([P:24]([Pd:25]([P:26]([c:27]2[cH:28][cH:29][cH:30][cH:31][cH:32]2)([c:33]2[cH:34][cH:35][cH:36][cH:37][cH:38]2)[c:39]2[cH:40][cH:41][cH:42][cH:43][cH:44]2)([P:45]([c:46]2[cH:47][cH:48][cH:49][cH:50][cH:51]2)([c:52]2[cH:53][cH:54][cH:55][cH:56][cH:57]2)[c:58]2[cH:59][cH:60][cH:61][cH:62][cH:63]2)[P:64]([c:65]2[cH:66][cH:67][cH:68][cH:69][cH:70]2)([c:71]2[cH:72][cH:73][cH:74][cH:75][cH:76]2)[c:77]2[cH:78][cH:79][cH:80][cH:81][cH:82]2)([c:83]2[cH:84][cH:85][cH:86][cH:87][cH:88]2)[c:89]2[cH:90][cH:91][cH:92][cH:93][cH:94]2)[cH:95][cH:96]1>>[c:2]1([CH:11]2[CH2:12][CH2:13]2)[cH:3][c:4]([Br:9])[cH:5][c:6]([Cl:8])[cH:7]1. The reactants are C1(=CC=CC=C1)CO (phenylmethanol), S(=O)(Cl)Cl (thionyl chloride), O=C(CCC(=O)O)NC1=NC=C(C=C1)C(F)(F)F (4-oxo-4-[[5-(trifluoromethyl)-2-pyridyl]amino]butanoic acid). Reaction conditions: time 5 minute. Product: O=C(CCC(=O)OCC1=CC=CC=C1)NC1=NC=C(C=C1)C(F)(F)F (benzyl 4-oxo-4-[[5-(trifluoromethyl)-2-pyridyl]amino]butanoate). As a reaction SMILES: [C:1]1([CH2:7][OH:8])[CH:6]=[CH:5][CH:4]=[CH:3][CH:2]=1.S(Cl)(Cl)=O.[O:13]=[C:14]([NH:20][C:21]1[CH:26]=[CH:25][C:24]([C:27]([F:30])([F:29])[F:28])=[CH:23][N:22]=1)[CH2:15][CH2:16][C:17](O)=[O:18]>>[O:13]=[C:14]([NH:20][C:21]1[CH:26]=[CH:25][C:24]([C:27]([F:30])([F:28])[F:29])=[CH:23][N:22]=1)[CH2:15][CH2:16][C:17]([O:8][CH2:7][C:1]1[CH:6]=[CH:5][CH:4]=[CH:3][CH:2]=1)=[O:18]. Reported procedure: To a solution of phenylmethanol (3 mL) was added dropwise thionyl chloride (3 equiv., 2.29 mmol, 0.169 mL). After 5 min, 4-oxo-4-[[5-(trifluoromethyl)-2-pyridyl]amino]butanoic acid A19 (prepared as described before, 201 mg, 0.766 mmol) was added to the solution. The reaction mixture was stirred overnight at room temperature. The reaction was stopped and the solution was partitioned between ethyl acetate and a saturated solution of sodium hydrogenocarbonate. The aqueous layer was separated and ex... The reactants are BrCc1ccccc1, C1CCOC1, [H-], O=C(NCc1ccc([N+](=O)[O-])cc1)C(F)(F)F, [Na+]. Product: O=C(N(Cc1ccccc1)Cc1ccc([N+](=O)[O-])cc1)C(F)(F)F. As a reaction SMILES: [Br:20][CH2:21][c:22]1[cH:23][cH:24][cH:25][cH:26][cH:27]1.[CH2:28]1[O:29][CH2:30][CH2:31][CH2:32]1.[H-:19].[N+:1](=[O:2])([O-:3])[c:4]1[cH:5][cH:6][c:7]([CH2:10][NH:11][C:12]([C:13]([F:14])([F:15])[F:16])=[O:17])[cH:8][cH:9]1.[Na+:18]>>[N+:1](=[O:2])([O-:3])[c:4]1[cH:5][cH:6][c:7]([CH2:10][N:11]([C:12]([C:13]([F:14])([F:15])[F:16])=[O:17])[CH2:21][c:22]2[cH:23][cH:24][cH:25][cH:26][cH:27]2)[cH:8][cH:9]1.